This data is from the Open Reaction Database (ORD), a public repository of structured organic reaction records. The task is: describe an organic reaction: reactants, conditions, products, and yield Starting materials: C1(=CC=CC=C1)N1CCNCC1 (1-phenyl-piperazine), C(C)N(C(C)C)C(C)C (N-ethyl-diisopropylamine), ClC1=NC(N(C(=C1C#N)C1CC1)N)C1CC1 (4-chloro-2,6-bis-cyclopropyl-amino-pyrimidine-5-carbonitrile). Solvent: O1CCOCC1 (dioxane). Yields the product C1(CC1)NC1=NC(=C(C(=N1)NC1CC1)C#N)N1CCN(CC1)C1=CC=CC=C1 (2,4-bis-cyclopropylamino-6-(4-phenyl-piperazin-1-yl)-pyrimidine-5-carbonitrile). Reaction SMILES: Cl[C:2]1[C:7]([C:8]#[N:9])=[C:6](C2CC2)[N:5](N)[CH:4](C2CC2)[N:3]=1.[C:17]1([N:23]2[CH2:28][CH2:27][NH:26][CH2:25][CH2:24]2)[CH:22]=[CH:21][CH:20]=[CH:19][CH:18]=1.C([N:31]([CH:35]([CH3:37])[CH3:36])C(C)C)C>O1CCOCC1>[CH:35]1([NH:31][C:4]2[N:3]=[C:2]([NH:31][CH:35]3[CH2:36][CH2:37]3)[C:7]([C:8]#[N:9])=[C:6]([N:26]3[CH2:27][CH2:28][N:23]([C:17]4[CH:22]=[CH:21][CH:20]=[CH:19][CH:18]=4)[CH2:24][CH2:25]3)[N:5]=2)[CH2:37][CH2:36]1. Procedure: In analogy to the procedure described in example 20b, 4-chloro-2,6-bis-cyclopropyl-amino-pyrimidine-5-carbonitrile was treated with 1-phenyl-piperazine and N-ethyl-diisopropylamine in dioxane at 90° C. to yield 2,4-bis-cyclopropylamino-6-(4-phenyl-piperazin-1-yl)-pyrimidine-5-carbonitrile as an amorphous, light yellow solid; MS: [M+H]+376. Reactants: C1CCOC1, CC(C)[N-]C(C)C, CC1(C#C[Si](C)(C)C)CCC(=O)CC1, Cl, [Li+], N, Cc1ccc(S(=O)(=O)C#N)cc1. Product: CC1(C#C[Si](C)(C)C)CCC(=O)C(C#N)C1. RXN SMILES: [CH2:37]1[O:38][CH2:39][CH2:40][CH2:41]1.[CH3:16][CH:17]([N-:19][CH:18]([CH3:20])[CH3:21])[CH3:22].[CH3:1][C:2]1([C:9]#[C:10][Si:11]([CH3:12])([CH3:13])[CH3:14])[CH2:3][CH2:4][C:5](=[O:8])[CH2:6][CH2:7]1.[ClH:36].[Li+:15].[NH3:35].[c:23]1([CH3:24])[cH:25][cH:26][c:27]([S:28]([C:29]#[N:30])(=[O:31])=[O:32])[cH:33][cH:34]1>>[CH3:1][C:2]1([C:9]#[C:10][Si:11]([CH3:12])([CH3:13])[CH3:14])[CH2:3][CH2:4][C:5](=[O:8])[CH:6]([C:17]#[N:19])[CH2:7]1. Starting materials: c1ccc(COc2ccccc2C[P+](c2ccccc2)(c2ccccc2)c2ccccc2)cc1, CC(C=O)=Cc1ccccc1, CC#N, [Cl-], C1CCC2=NCCCN2CC1. Product: CC(C=Cc1ccccc1OCc1ccccc1)=Cc1ccccc1. RXN SMILES: [CH2:13]([c:14]1[cH:15][cH:16][cH:17][cH:18][cH:19]1)[O:20][c:21]1[c:22]([CH2:23][P+:24]([c:25]2[cH:26][cH:27][cH:28][cH:29][cH:30]2)([c:31]2[cH:32][cH:33][cH:34][cH:35][cH:36]2)[c:37]2[cH:38][cH:39][cH:40][cH:41][cH:42]2)[cH:43][cH:44][cH:45][cH:46]1.[CH3:1][C:2]([CH:3]=[O:4])=[CH:5][c:6]1[cH:7][cH:8][cH:9][cH:10][cH:11]1.[CH3:58][C:59]#[N:60].[Cl-:12].[N:47]12[CH2:48][CH2:49][CH2:50][N:51]=[C:52]1[CH2:53][CH2:54][CH2:55][CH2:56][CH2:57]2>>[CH3:1][C:2]([CH:3]=[CH:23][c:22]1[c:21]([O:20][CH2:13][c:14]2[cH:15][cH:16][cH:17][cH:18][cH:19]2)[cH:46][cH:45][cH:44][cH:43]1)=[CH:5][c:6]1[cH:7][cH:8][cH:9][cH:10][cH:11]1. The reactants are C(C1=CC=CC=C1)N1C=CC2=C(C=CC=C12)C1=CC=C(C=C1)OC(F)(F)F (1-benzyl-4-[4-(trifluoromethoxy)phenyl]-1H-indole), C(C(=O)Cl)(=O)Cl (oxalyl chloride), C(C)O (ethanol). The product is C(C1=CC=CC=C1)N1C=C(C2=C(C=CC=C12)C1=CC=C(C=C1)OC(F)(F)F)C(C(=O)OCC)=O (Ethyl {1-benzyl-4-[4-(trifluoromethoxy)phenyl]-1H-indol-3-yl}(oxo)acetate). Yield: 55.0%. RXN SMILES: [CH2:1]([N:8]1[C:16]2[C:11](=[C:12]([C:17]3[CH:22]=[CH:21][C:20]([O:23][C:24]([F:27])([F:26])[F:25])=[CH:19][CH:18]=3)[CH:13]=[CH:14][CH:15]=2)[CH:10]=[CH:9]1)[C:2]1[CH:7]=[CH:6][CH:5]=[CH:4][CH:3]=1.[C:28](Cl)(=[O:32])[C:29](Cl)=[O:30].[CH2:34]([OH:36])[CH3:35]>>[CH2:1]([N:8]1[C:16]2[C:11](=[C:12]([C:17]3[CH:22]=[CH:21][C:20]([O:23][C:24]([F:27])([F:25])[F:26])=[CH:19][CH:18]=3)[CH:13]=[CH:14][CH:15]=2)[C:10]([C:28](=[O:32])[C:29]([O:36][CH2:34][CH3:35])=[O:30])=[CH:9]1)[C:2]1[CH:3]=[CH:4][CH:5]=[CH:6][CH:7]=1. Procedure details: Ethyl {1-benzyl-4-[4-(trifluoromethoxy)phenyl]-1H-indol-3-yl}(oxo)acetate was prepared from 1-benzyl-4-[4-(trifluoromethoxy)phenyl]-1H-indole (0.243 g, 0.661 mmol), oxalyl chloride (1.03 mL, 13.0 mmol), and ethanol (5 mL) according to the procedure described in Step 3 of Example 1. Purification was carried out by reverse phase HPLC using 22% water in acetonitrile as the mobile phase. Extraction with ethyl acetate, washing with brine, and evaporation to dryness afforded the title compound as a ye... The reactants are CC1(C=2C=CC(=CC2C(CC1)(C)C)C#CC1=NC=C(C(=O)OCC)C=C1)C (ethyl 6-[2-(5,5,8,8-tetramethyl-5,6,7,8-tetrahydronapth-2-yl)ethynyl]-nicotinoate), solution, [OH-].[K+] (potassium hydroxide). Solvent: C(C)O (ethanol), C(C)O (ethanol), O (water). Run at time 18 hour. Yields the product CC1(C=2C=CC(=CC2C(CC1)(C)C)C#CC1=NC=C(C(=O)O)C=C1)C (6-[2-(5,5,8,8-tetramethyl-5,6,7,8-tetrahydronaphth-2-yl)ethynyl]nicotinic acid). As a reaction SMILES: [CH3:1][C:2]1([CH3:27])[CH2:11][CH2:10][C:9]([CH3:13])([CH3:12])[C:8]2[CH:7]=[C:6]([C:14]#[C:15][C:16]3[CH:26]=[CH:25][C:19]([C:20]([O:22]CC)=[O:21])=[CH:18][N:17]=3)[CH:5]=[CH:4][C:3]1=2.[OH-].[K+]>C(O)C.O>[CH3:1][C:2]1([CH3:27])[CH2:11][CH2:10][C:9]([CH3:12])([CH3:13])[C:8]2[CH:7]=[C:6]([C:14]#[C:15][C:16]3[CH:26]=[CH:25][C:19]([C:20]([OH:22])=[O:21])=[CH:18][N:17]=3)[CH:5]=[CH:4][C:3]1=2 |f:1.2|. Reported procedure: Absolute ethanol was degassed by applying a vacuum while simultaneously bubbling nitrogen through it. A solution of 188 mg (0.5201 mmol) ethyl 6-[2-(5,5,8,8-tetramethyl-5,6,7,8-tetrahydronapth-2-yl)ethynyl]-nicotinoate in 2 ml absolute ethanol was treated with 800 ml of a 1.65M (1.32 mmol) solution of potassium hydroxide in ethanol and water. The mixture was stirred at room temperature for 18 hours and then the solvent removed in vacuo. The residue was dissolved in water and extracted with 50 ml... Starting materials: ClC=1C=C(C(C(=O)O)O)C=CC1 (3-chloromandelic acid), COC1=CC=C(C=C1)CCC(N)(C)C (3-(4-methoxyphenyl)-1,1-dimethylpropanamine). The product is COC1=CC=C(C=C1)CCC(C)(C)NC(C(C1=CC(=CC=C1)Cl)O)=O (N-[3-(4-Methoxyphenyl)-1,1-dimethylpropyl]-2-hydroxy-1-oxo-2-(3-chlorophenyl)ethanamine). As a reaction SMILES: [Cl:1][C:2]1[CH:3]=[C:4]([CH:10]=[CH:11][CH:12]=1)[CH:5]([OH:9])[C:6]([OH:8])=O.[CH3:13][O:14][C:15]1[CH:20]=[CH:19][C:18]([CH2:21][CH2:22][C:23]([CH3:26])([CH3:25])[NH2:24])=[CH:17][CH:16]=1>>[CH3:13][O:14][C:15]1[CH:20]=[CH:19][C:18]([CH2:21][CH2:22][C:23]([NH:24][C:6](=[O:8])[CH:5]([OH:9])[C:4]2[CH:10]=[CH:11][CH:12]=[C:2]([Cl:1])[CH:3]=2)([CH3:25])[CH3:26])=[CH:17][CH:16]=1. Reported procedure: The title compound was prepared from 3-chloromandelic acid (2.1 g) and 3-(4-methoxyphenyl)-1,1-dimethylpropanamine (1.9 g) by an analogous procedure to that described in Description 12 and used without further purification. The reactants are [Al+3], Cc1cc(Br)ccc1CC(=O)OC(C)(C)C, C1CCOC1, [H-], [H-], [H-], [H-], [Li+], [Na+], [OH-], O. Yields the product Cc1cc(Br)ccc1CCO. Reaction SMILES: [Al+3:2].[Br:7][c:8]1[cH:9][c:10]([CH3:22])[c:11]([CH2:14][C:15](=[O:16])[O:17][C:18]([CH3:19])([CH3:20])[CH3:21])[cH:12][cH:13]1.[CH2:26]1[O:27][CH2:28][CH2:29][CH2:30]1.[H-:1].[H-:4].[H-:5].[H-:6].[Li+:3].[Na+:25].[OH-:24].[OH2:23]>>[Br:7][c:8]1[cH:9][c:10]([CH3:22])[c:11]([CH2:14][CH2:15][OH:16])[cH:12][cH:13]1. The reactants are Cl.BrC(C#N)CNCCCCC (2-bromo-3-n-pentylaminopropionitrile hydrochloride), N(CCO)(CCO)CCO (triethanolamine). Product: C(#N)C(CN1CC1)CCC (2-cyano-n-pentylaziridine). The yield is 43.0%. As a reaction SMILES: Cl.Br[CH:3]([CH2:6][NH:7][CH2:8][CH2:9][CH2:10][CH2:11][CH3:12])C#N.[N:13](CCO)(CCO)[CH2:14]CO>>[C:14]([CH:9]([CH2:10][CH2:11][CH3:12])[CH2:8][N:7]1[CH2:6][CH2:3]1)#[N:13] |f:0.1|. Procedure details: reaction of 2-bromo-3-n-pentylaminopropionitrile hydrochloride (prepared by reacting 2,3-dibromopropionitrile with n-pentylamine; m.p. 133°-135° C.) with triethanolamine gives 2-cyano-n-pentylaziridine; b.p.0.3 : 50°-52° C.; yield 43% of theory; Reactants: CON=C(C#C[Si](C)(C)C)C(=O)OC, CO, [Na+], [Na+], O=C([O-])[O-]. Product: C#CC(=NOC)C(=O)OC. Reaction SMILES: [CH3:1][O:2][C:3]([C:4]([C:5]#[C:6][Si:7]([CH3:8])([CH3:9])[CH3:10])=[N:11][O:12][CH3:13])=[O:14].[CH3:21][OH:22].[Na+:15].[Na+:16].[O-:17][C:18](=[O:19])[O-:20]>>[CH3:1][O:2][C:3]([C:4]([C:5]#[CH:6])=[N:11][O:12][CH3:13])=[O:14]. Reactants: O=C1c2c(Cl)cc(Br)cc2CN1Cc1ccc(OC(F)(F)F)cc1, O=C([O-])[O-], Cc1ccccc1, [Cs+], [Cs+], OCC(F)F, CC(=O)[O-], CC(=O)[O-], [Pd+2]. Product: O=C1c2c(Cl)cc(OCC(F)F)cc2CN1Cc1ccc(OC(F)(F)F)cc1. As a reaction SMILES: [Br:1][c:2]1[cH:3][c:4]2[c:8]([c:9]([Cl:11])[cH:10]1)[C:7](=[O:12])[N:6]([CH2:13][c:14]1[cH:15][cH:16][c:17]([O:20][C:21]([F:22])([F:23])[F:24])[cH:18][cH:19]1)[CH2:5]2.[C:25](=[O:26])([O-:27])[O-:28].[CH3:36][c:37]1[cH:38][cH:39][cH:40][cH:41][cH:42]1.[Cs+:29].[Cs+:30].[F:31][CH:32]([CH2:33][OH:34])[F:35].[O-:44][C:45]([CH3:46])=[O:47].[O-:48][C:49]([CH3:50])=[O:51].[Pd+2:43]>>[c:2]1([O:34][CH2:33][CH:32]([F:31])[F:35])[cH:3][c:4]2[c:8]([c:9]([Cl:11])[cH:10]1)[C:7](=[O:12])[N:6]([CH2:13][c:14]1[cH:15][cH:16][c:17]([O:20][C:21]([F:22])([F:23])[F:24])[cH:18][cH:19]1)[CH2:5]2.